describe an organic reaction: reactants, conditions, products, and yield From a dataset of the Open Reaction Database (ORD), a public repository of structured organic reaction records. The reactants are C(#N)[BH3-].[Na+] (sodium cyanoborohydride), Cl.C(C)OC(CN)=O (glycine ethyl ester, hydrochloride), ClC=1C(=C(C=O)C=CC1)OCC1=CC=CC=C1 (3-chlorobenzyloxybenzaldehyde). The solvent is CO (methanol). Conditions: time 18 hour. The product is ClC=1C=C(COC2=CC=C(CNCC(=O)OCC)C=C2)C=CC1 ([4-(3-chlorobenzyloxy)benzyl]amino acetic acid, ethyl ester). Yield: 38.4%. As a reaction SMILES: [ClH:1].[CH2:2]([O:4][C:5](=[O:8])[CH2:6][NH2:7])[CH3:3].[C:9]([BH3-])#N.[Na+].Cl[C:14]1[C:15]([O:22][CH2:23][C:24]2[CH:29]=[CH:28][CH:27]=[CH:26][CH:25]=2)=[C:16]([CH:19]=[CH:20][CH:21]=1)C=O>CO>[Cl:1][C:28]1[CH:29]=[C:24]([CH:25]=[CH:26][CH:27]=1)[CH2:23][O:22][C:15]1[CH:14]=[CH:21][C:20]([CH2:9][NH:7][CH2:6][C:5]([O:4][CH2:2][CH3:3])=[O:8])=[CH:19][CH:16]=1 |f:0.1,2.3|. Procedure: 7.07 g (0.066 mol) of glycine ethyl ester, hydrochloride are diluted in 200 ml of dry methanol and 3.32 g (0.053 mol) of sodium cyanoborohydride are added, while stirring under nitrogen. To this solution, 15 g (0.0608 mol) of 3-chlorobenzyloxybenzaldehyde are added in a single portion. Stirring is continued for 18 hours at room temperature, the mixture is evaporated to dryness and the crude residue chromatographed on silica gel (eluant: cyclohexane/ethyl acetate; 60/40). 6.8 g (34%) of [4-(3-chl...